From a dataset of the Open Reaction Database (ORD), a public repository of structured organic reaction records. describe an organic reaction: reactants, conditions, products, and yield As a reaction SMILES: P(Cl)(Cl)(Cl)(Cl)Cl.[Cl:7][C:8]1[CH:17]=[CH:16][C:11]2[NH:12][C:13](=O)[O:14][C:10]=2[CH:9]=1.[ClH:18]>ClC1C=CC=CC=1Cl>[Cl:18][C:13]1[O:14][C:10]2[CH:9]=[C:8]([Cl:7])[CH:17]=[CH:16][C:11]=2[N:12]=1. Yields the product ClC=1OC2=C(N1)C=CC(=C2)Cl (2,6-dichlorobenzoxazole). Run at temperature 0 celsius, time 15 minute. Yield: 72.0%. Solvent: ClC1=C(C=CC=C1)Cl (o-dichlorobenzene). Reactants: solid, ClC1=CC2=C(NC(O2)=O)C=C1 (6-chlorobenzoxazolin-2-one), Cl (hydrogen chloride), P(Cl)(Cl)(Cl)(Cl)Cl (phosphorus pentachloride). Reported procedure: 1 litre of o-dichlorobenzene and 625 g (3 moles) of phosphorus pentachloride are heated to 160° C., then 169.5 g (1 mole) of solid 6-chlorobenzoxazolin-2-one are introduced in small portions over the course of 60 minutes, vigorous evolution of hydrogen chloride occuring for a short time after each portion. The mixture is then stirred for a further 15 minutes at 150°-160° C., and then cooled to 0° C., whereupon the major part of the excess pCl5 crystallises out. The phosphorus pentachloride preci... RXN SMILES: [CH3:1][n:2]1[cH:3][cH:4][c:5]2[cH:6][c:7]([NH:11][c:12]3[cH:13][n:14][cH:15][cH:16][c:17]3[N+:18]([O-:19])=[O:20])[cH:8][cH:9][c:10]12.[CH3:21][CH2:22][OH:23]>>[CH3:1][n:2]1[cH:3][cH:4][c:5]2[cH:6][c:7]([NH:11][c:12]3[cH:13][n:14][cH:15][cH:16][c:17]3[NH2:18])[cH:8][cH:9][c:10]12. Product: Cn1ccc2cc(Nc3cnccc3N)ccc21. Starting materials: Cn1ccc2cc(Nc3cnccc3[N+](=O)[O-])ccc21, CCO.